Task: describe an organic reaction: reactants, conditions, products, and yield. Dataset: the Open Reaction Database (ORD), a public repository of structured organic reaction records The product is CCCc1c(OCc2ccc(CCBr)cc2)ccc(C(C)=O)c1O. The reactants are BrCCc1ccc(CBr)cc1, CCC(C)=O, [I-], [Na+], [Na+], [Na+], O=C([O-])[O-], CCCc1c(O)ccc(C(C)=O)c1O. Reaction SMILES: [Br:23][CH2:24][CH2:25][c:26]1[cH:27][cH:28][c:29]([CH2:32][Br:33])[cH:30][cH:31]1.[CH2:34]([C:35]([CH3:36])=[O:37])[CH3:38].[I-:22].[Na+:15].[Na+:16].[Na+:21].[O-:17][C:18](=[O:19])[O-:20].[OH:1][c:2]1[c:3]([C:12]([CH3:13])=[O:14])[cH:4][cH:5][c:6]([OH:11])[c:7]1[CH2:8][CH2:9][CH3:10]>>[OH:1][c:2]1[c:3]([C:12]([CH3:13])=[O:14])[cH:4][cH:5][c:6]([O:11][CH2:32][c:29]2[cH:28][cH:27][c:26]([CH2:25][CH2:24][Br:23])[cH:31][cH:30]2)[c:7]1[CH2:8][CH2:9][CH3:10]. Starting materials: CCCCO, CN1CC(CCCl)OC1=O, Fc1ccccc1N1CCNCC1, [I-], [K+], [Na+], [Na+], O=C([O-])[O-]. The product is CN1CC(CCN2CCN(c3ccccc3F)CC2)OC1=O. Reaction SMILES: [CH2:32]([OH:33])[CH2:34][CH2:35][CH3:36].[Cl:14][CH2:15][CH2:16][CH:17]1[CH2:18][N:19]([CH3:23])[C:20](=[O:22])[O:21]1.[F:1][c:2]1[c:3]([N:8]2[CH2:9][CH2:10][NH:11][CH2:12][CH2:13]2)[cH:4][cH:5][cH:6][cH:7]1.[I-:31].[K+:30].[Na+:24].[Na+:25].[O-:26][C:27](=[O:28])[O-:29]>>[F:1][c:2]1[c:3]([N:8]2[CH2:9][CH2:10][N:11]([CH2:15][CH2:16][CH:17]3[CH2:18][N:19]([CH3:23])[C:20](=[O:22])[O:21]3)[CH2:12][CH2:13]2)[cH:4][cH:5][cH:6][cH:7]1. Reactants: CCN(CC)CCN, CCOC(=O)C1=C(C)NC(C=O)=C(C(=O)OCC)C1c1ccccc1[N+](=O)[O-], CCOCC, Cc1ccc(S(=O)(=O)O)cc1, c1ccccc1. Product: CCOC(=O)C1=C(C)NC(C=NCCN(CC)CC)=C(C(=O)OCC)C1c1ccccc1[N+](=O)[O-]. RXN SMILES: [CH2:29]([CH3:30])[N:31]([CH2:32][CH2:33][NH2:34])[CH2:35][CH3:36].[CH3:1][C:2]1=[C:7]([C:8](=[O:9])[O:10][CH2:11][CH3:12])[CH:6]([c:13]2[c:14]([N+:19](=[O:20])[O-:21])[cH:15][cH:16][cH:17][cH:18]2)[C:5]([C:22](=[O:23])[O:24][CH2:25][CH3:26])=[C:4]([CH:27]=[O:28])[NH:3]1.[CH3:48][CH2:49][O:50][CH2:51][CH3:52].[c:37]1([CH3:38])[cH:39][cH:40][c:41]([S:42]([OH:43])(=[O:44])=[O:45])[cH:46][cH:47]1.[cH:53]1[cH:54][cH:55][cH:56][cH:57][cH:58]1>>[CH3:1][C:2]1=[C:7]([C:8](=[O:9])[O:10][CH2:11][CH3:12])[CH:6]([c:13]2[c:14]([N+:19](=[O:20])[O-:21])[cH:15][cH:16][cH:17][cH:18]2)[C:5]([C:22](=[O:23])[O:24][CH2:25][CH3:26])=[C:4]([CH:27]=[N:34][CH2:33][CH2:32][N:31]([CH2:29][CH3:30])[CH2:35][CH3:36])[NH:3]1. Starting materials: CC(C)(C)NS(=O)(=O)c1cccc(-c2ccc3cnc(O)nn23)c1, CN(C)C=O, Cc1nc2cc(N)ccc2o1, CCN(C(C)C)C(C)C, Cl. Product: Cc1nc2cc(Nc3ncc4ccc(-c5cccc(S(=O)(=O)NC(C)(C)C)c5)n4n3)ccc2o1. Reaction SMILES: [C:1]([CH3:2])([CH3:3])([CH3:4])[NH:5][S:6](=[O:7])(=[O:8])[c:9]1[cH:10][c:11](-[c:15]2[cH:16][cH:17][c:18]3[cH:19][n:20][c:21]([OH:24])[n:22][n:23]23)[cH:12][cH:13][cH:14]1.[CH3:34][N:35]([CH3:36])[CH:37]=[O:38].[CH3:39][c:40]1[o:41][c:42]2[c:43]([n:44]1)[cH:45][c:46]([NH2:49])[cH:47][cH:48]2.[CH:25]([N:26]([CH2:27][CH3:28])[CH:29]([CH3:30])[CH3:31])([CH3:32])[CH3:33].[ClH:50]>>[C:1]([CH3:2])([CH3:3])([CH3:4])[NH:5][S:6](=[O:7])(=[O:8])[c:9]1[cH:10][c:11](-[c:15]2[cH:16][cH:17][c:18]3[cH:19][n:20][c:21]([NH:49][c:46]4[cH:45][c:43]5[c:42]([o:41][c:40]([CH3:39])[n:44]5)[cH:48][cH:47]4)[n:22][n:23]23)[cH:12][cH:13][cH:14]1. The reactants are CCCCC(O)C(C(=O)NC(Cc1c[nH]c2ccccc12)C(=O)OCc1ccccc1)c1ccc2c(c1)OCO2, CC(=O)OC(C)=O, CN(C)c1ccncc1, CCOC(C)=O, ClCCl, c1ccncc1. Reaction SMILES: [CH2:1]([c:2]1[cH:3][cH:4][cH:5][cH:6][cH:7]1)[O:8][C:9]([CH:10]([NH:11][C:12]([CH:13]([CH:14]([CH2:15][CH2:16][CH2:17][CH3:18])[OH:19])[c:20]1[cH:21][c:22]2[c:23]([cH:24][cH:25]1)[O:26][CH2:27][O:28]2)=[O:29])[CH2:30][c:31]1[cH:32][nH:33][c:34]2[cH:35][cH:36][cH:37][cH:38][c:39]12)=[O:40].[CH3:47][C:48](=[O:49])[O:50][C:51](=[O:52])[CH3:53].[CH3:57][N:58]([CH3:59])[c:60]1[cH:61][cH:62][n:63][cH:64][cH:65]1.[CH3:66][CH2:67][O:68][C:69](=[O:70])[CH3:71].[Cl:54][CH2:55][Cl:56].[cH:41]1[cH:42][cH:43][n:44][cH:45][cH:46]1>>[CH2:1]([c:2]1[cH:3][cH:4][cH:5][cH:6][cH:7]1)[O:8][C:9]([CH:10]([NH:11][C:12]([CH:13]([CH:14]([CH2:15][CH2:16][CH2:17][CH3:18])[O:19][C:48]([CH3:47])=[O:49])[c:20]1[cH:21][c:22]2[c:23]([cH:24][cH:25]1)[O:26][CH2:27][O:28]2)=[O:29])[CH2:30][c:31]1[cH:32][nH:33][c:34]2[cH:35][cH:36][cH:37][cH:38][c:39]12)=[O:40]. The product is CCCCC(OC(C)=O)C(C(=O)NC(Cc1c[nH]c2ccccc12)C(=O)OCc1ccccc1)c1ccc2c(c1)OCO2.